Dataset: the Open Reaction Database (ORD), a public repository of structured organic reaction records. Task: describe an organic reaction: reactants, conditions, products, and yield The reactants are FB(F)F, O=C([O-])O, CCOCC, C[Si](C)(C)C#N, ClCCl, [Na+], OCc1cnn2ccc3c(c12)CCO3. Yields the product N#CCc1cnn2ccc3c(c12)CCO3. Reaction SMILES: [B:6]([F:7])([F:8])[F:9].[C:33](=[O:34])([O-:35])[OH:36].[CH2:1]([O:2][CH2:3][CH3:4])[CH3:5].[CH3:10][Si:11]([CH3:12])([CH3:13])[C:14]#[N:15].[Cl:30][CH2:31][Cl:32].[Na+:37].[c:16]1([CH2:28][OH:29])[cH:17][n:18][n:19]2[c:20]1[c:21]1[c:22]([cH:23][cH:24]2)[O:25][CH2:26][CH2:27]1>>[C:14](#[N:15])[CH2:28][c:16]1[cH:17][n:18][n:19]2[c:20]1[c:21]1[c:22]([cH:23][cH:24]2)[O:25][CH2:26][CH2:27]1. Starting materials: C1=CC=CC=2C3=CC=CC=C3C(C12)COC(=O)N[C@H](C(=O)O)CC1=CNC2=CC=CC=C12 ((S)-2-((((9H-fluoren-9-yl)methoxy)carbonyl)amino)-3-(1H-indol-3-yl)propanoic acid), IC1=CC=C(C=C1)OCC (1-iodo-4-ethoxybenzene). The product is C1=CC=CC=2C3=CC=CC=C3C(C12)COC(=O)N[C@H](C(=O)O)CC1=C(NC2=CC=CC=C12)C1=CC=C(C=C1)OCC ((S)-2-((((9H-fluoren-9-yl)methoxy)carbonyl)amino)-3-(2-(4-ethoxyphenyl)-1H-indol-3-yl)propanoic acid). The yield is 66.0%. As a reaction SMILES: [CH:1]1[C:13]2[CH:12]([CH2:14][O:15][C:16]([NH:18][C@@H:19]([CH2:23][C:24]3[C:32]4[C:27](=[CH:28][CH:29]=[CH:30][CH:31]=4)[NH:26][CH:25]=3)[C:20]([OH:22])=[O:21])=[O:17])[C:11]3[C:6](=[CH:7][CH:8]=[CH:9][CH:10]=3)[C:5]=2[CH:4]=[CH:3][CH:2]=1.I[C:34]1[CH:39]=[CH:38][C:37]([O:40][CH2:41][CH3:42])=[CH:36][CH:35]=1>>[CH:1]1[C:13]2[CH:12]([CH2:14][O:15][C:16]([NH:18][C@@H:19]([CH2:23][C:24]3[C:32]4[C:27](=[CH:28][CH:29]=[CH:30][CH:31]=4)[NH:26][C:25]=3[C:34]3[CH:39]=[CH:38][C:37]([O:40][CH2:41][CH3:42])=[CH:36][CH:35]=3)[C:20]([OH:22])=[O:21])=[O:17])[C:11]3[C:6](=[CH:7][CH:8]=[CH:9][CH:10]=3)[C:5]=2[CH:4]=[CH:3][CH:2]=1. Procedure: (S)-2-((((9H-fluoren-9-yl)methoxy)carbonyl)amino)-3-(2-(4-ethoxyphenyl)-1H-indol-3-yl)propanoic acid (1.11 g, 66%) was obtained from (S)-2-((((9H-fluoren-9-yl)methoxy)carbonyl)amino)-3-(1H-indol-3-yl)propanoic acid and 1-iodo-4-ethoxybenzene using the procedure described for (S)-2-((((9H-fluoren-9-yl)methoxy)carbonyl)amino)-3-(2-(3-methoxyphenyl)-1H-indol-3-yl)propanoic acid. 1H NMR (400 MHz, chloroform-d) δ 8.12 (s, 1H), 7.77 (d, J=7.5 Hz, 2H), 7.69 (d, J=7.8 Hz, 1H), 7.54-7.34 (m, 8H), 7.33-7.... Reactants: BrC=1C(=NC(=NC1)SC)C(=O)N(C)OC (5-bromo-N-methoxy-N-methyl-2-(methylthio)pyrimidine-4-carboxamide), [H-].[Al+3].[Li+].[H-].[H-].[H-] (lithium aluminum hydride), O (H2O), [OH-].[Na+] (NaOH), O (H2O). The solvent is C1CCOC1 (THF), C1CCOC1 (THF). Run at time 10 minute. Product: BrC=1C(=NC(=NC1)SC)C=O (5-bromo-2-(methylthio)pyrimidine-4-carbaldehyde). Reaction SMILES: [Br:1][C:2]1[C:3]([C:10](N(OC)C)=[O:11])=[N:4][C:5]([S:8][CH3:9])=[N:6][CH:7]=1.[H-].[Al+3].[Li+].[H-].[H-].[H-].O.[OH-].[Na+]>C1COCC1>[Br:1][C:2]1[C:3]([CH:10]=[O:11])=[N:4][C:5]([S:8][CH3:9])=[N:6][CH:7]=1 |f:1.2.3.4.5.6,8.9|. Procedure details: A solution of 5-bromo-N-methoxy-N-methyl-2-(methylthio)pyrimidine-4-carboxamide (11A, 8.2 g, 28 mmol) in THF (120 mL) was added dropwise to a suspension of lithium aluminum hydride (1.06 G, 28 mmol) and THF (120 mL) at −78° C. The mixture was stirred for 10 minutes after addition finish. H2O (1.06 mL), 15% aqueous NaOH solution (1.06 mL) and H2O (3.18 mL) were successively added to the mixture at 0° C. very slowly. The resulting precipitate was filtered and washed with THF. The filtrate was conc... Starting materials: CC(C)(C)S(=O)N=CCC1(O[Si](C)(C)C(C)(C)C)CCC1, [Li]CCCC, C1CCOC1, CC1(C)CCCC(C)(C)N1, CC(C)(C)Cc1ccc(Cl)nn1, O. Yields the product CC(C)(C)Cc1cc(C(CC2(O[Si](C)(C)C(C)(C)C)CCC2)NS(=O)C(C)(C)C)c(Cl)nn1. As a reaction SMILES: [C:28]([CH3:29])([CH3:30])([CH3:31])[Si:32]([O:33][C:34]1([CH2:38][CH:39]=[N:40][S:41](=[O:42])[C:43]([CH3:44])([CH3:45])[CH3:46])[CH2:35][CH2:36][CH2:37]1)([CH3:47])[CH3:48].[CH2:11]([Li:12])[CH2:13][CH2:14][CH3:15].[CH2:49]1[O:50][CH2:51][CH2:52][CH2:53]1.[CH3:1][C:2]1([CH3:3])[CH2:4][CH2:5][CH2:6][C:7]([CH3:8])([CH3:9])[NH:10]1.[Cl:16][c:17]1[n:18][n:19][c:20]([CH2:23][C:24]([CH3:25])([CH3:26])[CH3:27])[cH:21][cH:22]1.[OH2:54]>>[Cl:16][c:17]1[n:18][n:19][c:20]([CH2:23][C:24]([CH3:25])([CH3:26])[CH3:27])[cH:21][c:22]1[CH:39]([CH2:38][C:34]1([O:33][Si:32]([C:28]([CH3:29])([CH3:30])[CH3:31])([CH3:47])[CH3:48])[CH2:35][CH2:36][CH2:37]1)[NH:40][S:41](=[O:42])[C:43]([CH3:44])([CH3:45])[CH3:46]. Starting materials: O=C1CCC(=O)N1Br, CN(C)C=O, O, c1ccc(-c2cc(-c3ccc4ccccc4c3)c3ccc4ccc(-c5ccc6ccccc6c5)c5ccc2c3c45)cc1. Product: Brc1cc(-c2ccc3ccccc3c2)c2ccc3c(-c4ccccc4)cc(-c4ccc5ccccc5c4)c4ccc1c2c34. As a reaction SMILES: [O:43]=[C:44]1[N:45]([Br:50])[C:46](=[O:47])[CH2:48][CH2:49]1.[O:52]=[CH:53][N:54]([CH3:55])[CH3:56].[OH2:51].[cH:1]1[c:2](-[c:11]2[cH:12][c:13](-[c:37]3[cH:38][cH:39][cH:40][cH:41][cH:42]3)[c:14]3[cH:15][cH:16][c:17]4[c:18](-[c:27]5[cH:28][c:29]6[cH:30][cH:31][cH:32][cH:33][c:34]6[cH:35][cH:36]5)[cH:19][cH:20][c:21]5[cH:22][cH:23][c:24]2[c:25]3[c:26]45)[cH:3][cH:4][c:5]2[cH:6][cH:7][cH:8][cH:9][c:10]12>>[cH:1]1[c:2](-[c:11]2[cH:12][c:13](-[c:37]3[cH:38][cH:39][cH:40][cH:41][cH:42]3)[c:14]3[cH:15][cH:16][c:17]4[c:18](-[c:27]5[cH:28][c:29]6[cH:30][cH:31][cH:32][cH:33][c:34]6[cH:35][cH:36]5)[cH:19][c:20]([Br:50])[c:21]5[cH:22][cH:23][c:24]2[c:25]3[c:26]45)[cH:3][cH:4][c:5]2[cH:6][cH:7][cH:8][cH:9][c:10]12. The reactants are C(CCCCC)N1C(CC(C2=CC(=CC=C12)C(C)=O)(C)C)=O (N-Hexyl-6-acetyl-4,4-dimethyl-3,4-dihydro-1H-quinolin-2-one), ICCCCCCCC (1-iodo-n-octane). Yields the product C(CCCCCCC)N1C(CC(C2=CC(=CC=C12)C(C)=O)(C)C)=O (N-Octyl-6-acetyl-4,4-dimethyl-3,4-dihydro-1H-quinolin-2-one). RXN SMILES: [CH2:1]([N:7]1[C:16]2[C:11](=[CH:12][C:13]([C:17](=[O:19])[CH3:18])=[CH:14][CH:15]=2)[C:10]([CH3:21])([CH3:20])[CH2:9][C:8]1=[O:22])[CH2:2][CH2:3][CH2:4][CH2:5][CH3:6].I[CH2:24][CH2:25]CCCCCC>>[CH2:1]([N:7]1[C:16]2[C:11](=[CH:12][C:13]([C:17](=[O:19])[CH3:18])=[CH:14][CH:15]=2)[C:10]([CH3:21])([CH3:20])[CH2:9][C:8]1=[O:22])[CH2:2][CH2:3][CH2:4][CH2:5][CH2:6][CH2:24][CH3:25]. Reported procedure: Following a procedure similar to that used for the preparation of Intermediate 6a but using 1-iodo-n-octane as the alkylating reagent the title compound was obtained as a colorless oil (86% yield). The reactants are [BH4-], COB(OC)OC, CCOC(=O)C1CCN(C(=O)C2CC2)CC1, [Li+], C1CCOC1, O. Yields the product O=C(C1CC1)N1CCC(CO)CC1. Reaction SMILES: [BH4-:17].[CH3:19][O:20][B:21]([O:22][CH3:23])[O:24][CH3:25].[CH:1]1([C:4](=[O:5])[N:6]2[CH2:7][CH2:8][CH:9]([C:12](=[O:13])[O:14][CH2:15][CH3:16])[CH2:10][CH2:11]2)[CH2:2][CH2:3]1.[Li+:18].[O:26]1[CH2:27][CH2:28][CH2:29][CH2:30]1.[OH2:31]>>[CH:1]1([C:4](=[O:5])[N:6]2[CH2:7][CH2:8][CH:9]([CH2:12][OH:13])[CH2:10][CH2:11]2)[CH2:2][CH2:3]1.